This data is from the Open Reaction Database (ORD), a public repository of structured organic reaction records. The task is: describe an organic reaction: reactants, conditions, products, and yield Yields the product [Si](C)(C)(C(C)(C)C)OC/C(/C(=O)NC1=CC(=CC=C1)C(C)(C)C)=C\C1=CC(=CC=C1)OC1=CC(=NC=C1)C#N ((E)-2-((tert-butyldimethylsilyloxy)methyl)-N-(3-tert-butylphenyl)-3-(3-(2-cyanopyridin-4-yloxy)phenyl)acrylamide). As a reaction SMILES: [Si:1]([O:8][CH2:9][C:10](=[CH2:24])[C:11]([NH:13][C:14]1[CH:19]=[CH:18][CH:17]=[C:16]([C:20]([CH3:23])([CH3:22])[CH3:21])[CH:15]=1)=[O:12])([C:4]([CH3:7])([CH3:6])[CH3:5])([CH3:3])[CH3:2].ClC1C=CC(NC(=O)CC[C:36]2[CH:41]=[CH:40][C:39]([O:42][C:43]3[CH:48]=[CH:47][N:46]=[C:45]([C:49]#[N:50])[CH:44]=3)=[CH:38][CH:37]=2)=CC=1>>[Si:1]([O:8][CH2:9]/[C:10](=[CH:24]\[C:37]1[CH:36]=[CH:41][CH:40]=[C:39]([O:42][C:43]2[CH:48]=[CH:47][N:46]=[C:45]([C:49]#[N:50])[CH:44]=2)[CH:38]=1)/[C:11]([NH:13][C:14]1[CH:19]=[CH:18][CH:17]=[C:16]([C:20]([CH3:23])([CH3:22])[CH3:21])[CH:15]=1)=[O:12])([C:4]([CH3:5])([CH3:6])[CH3:7])([CH3:2])[CH3:3]. Starting materials: [Si](C)(C)(C(C)(C)C)OCC(C(=O)NC1=CC(=CC=C1)C(C)(C)C)=C (2-((tert-butyldimethylsilyloxy)methyl)-N-(3-tert-butylphenyl)acrylamide), ClC1=CC=C(C=C1)NC(CCC1=CC=C(C=C1)OC1=CC(=NC=C1)C#N)=O (N-(4-chlorophenyl)-3-{4-[(2-cyanopyridin-4-yl)oxy]phenyl}propanamide). Procedure details: The title compound was prepared as described in Example 36, Step 2, using 2-((tert-butyldimethylsilyloxy)methyl)-N-(3-tert-butylphenyl)acrylamide and 4-(3-iodophenoxy)picolinonitrile (prepared as described in Example 11, Step 1 using 3-iodophenol and 4-chloropicolinonitrile). LCMS, FA: Rt=2.61 min, [MH+542.0]. Reactants: [H][H] (hydrogen), [H][H] (hydrogen), C1(C=CCCC1)C(C(Cl)(Cl)Cl)O (1-(2-cyclohexen-1-yl)-2,2,2-trichloroethanol). The reagents and catalysts are O=[Pt]=O (Adam's catalyst). The solvent is CO (methanol). Product: C1(CCCCC1)C(C(Cl)(Cl)Cl)O (1-cyclohexyl-2,2,2-trichloroethanol). Reaction SMILES: [CH:1]1([CH:7]([OH:12])[C:8]([Cl:11])([Cl:10])[Cl:9])[CH2:6][CH2:5][CH2:4][CH:3]=[CH:2]1.[H][H]>O=[Pt]=O.CO>[CH:1]1([CH:7]([OH:12])[C:8]([Cl:10])([Cl:11])[Cl:9])[CH2:2][CH2:3][CH2:4][CH2:5][CH2:6]1. Procedure details: Adam's catalyst (0.2 g) was added to a solution of 1-(2-cyclohexen-1-yl)-2,2,2-trichloroethanol (23 g) in methanol (220 ml) and this mixture was stirred under a slight positive pressure of hydrogen. Uptake of hydrogen was complete after 400 minutes and the solution was then filtered. The filtrate was evaporated to give 1-cyclohexyl-2,2,2-trichloroethanol of 90% purity as judged by G.L.C. An attempt to purify this material by distillation through a spinning band column gave material of only 85% p... The reactants are N(=C=S)C1=CC=C(C=C1)S(=O)(=O)N (4-isothiocyanatobenzenesulfonamide), IC1=C(N)C=CC=C1 (2-iodoaniline), ( 434 ). Product: IC1=C(C=CC=C1)NC(NC1=CC=C(C=C1)S(=O)(=O)N)=S (4-(3-(2-iodophenyl)thioureido)benzenesulfonamide). Reaction SMILES: [N:1]([C:4]1[CH:9]=[CH:8][C:7]([S:10]([NH2:13])(=[O:12])=[O:11])=[CH:6][CH:5]=1)=[C:2]=[S:3].[I:14][C:15]1[CH:21]=[CH:20][CH:19]=[CH:18][C:16]=1[NH2:17]>>[I:14][C:15]1[CH:21]=[CH:20][CH:19]=[CH:18][C:16]=1[NH:17][C:2](=[S:3])[NH:1][C:4]1[CH:5]=[CH:6][C:7]([S:10]([NH2:13])(=[O:11])=[O:12])=[CH:8][CH:9]=1. Procedure: The subject compound was prepared utilizing the procedure described above from 4-isothiocyanatobenzenesulfonamide and 2-iodoaniline. 1H NMR (400 MHz, DMSO-d6) δ 10.16 (s, 1H), 9.60 (s, 1H), 7.90-7.81 (m, 8H), 7.76 (bs, 2H); (M+H)+ (434). The reactants are BrC1=CC=C2CCCC(C2=C1)=O (7-bromo-1-tetralone), Cl.CNC (dimethylamine hydrochloride), C=O (paraformaldehyde). Reagents/catalysts: Cl (hydrochloric acid). Run in C(C)O (ethanol). The product is Cl.BrC1=CC=C2CCC(C(C2=C1)=O)CN(C)C (7-bromo-2-dimethylaminomethyl-1-tetralone hydrochloride). As a reaction SMILES: [Br:1][C:2]1[CH:11]=[C:10]2[C:5]([CH2:6][CH2:7][CH2:8][C:9]2=[O:12])=[CH:4][CH:3]=1.[ClH:13].[CH3:14][NH:15][CH3:16].[CH2:17]=O>Cl.C(O)C>[ClH:13].[Br:1][C:2]1[CH:11]=[C:10]2[C:5]([CH2:6][CH2:7][CH:8]([CH2:14][N:15]([CH3:17])[CH3:16])[C:9]2=[O:12])=[CH:4][CH:3]=1 |f:1.2,6.7|. Procedure: A mixture of 7-bromo-1-tetralone (4.50 g), dimethylamine hydrochloride (2.50 g), paraformaldehyde (1.0 g), ethanol (6 ml) and concentrated hydrochloric acid (4 drops) was heated under reflux for two hours and cooled. The mixture was diluted with a few ml. of acetone and the solid was filtered off, washed with a little acetone and dried to give 7-bromo-2-dimethylaminomethyl-1-tetralone hydrochloride, m.p. 169°-171°, pure enough for further reaction.